This data is from the Open Reaction Database (ORD), a public repository of structured organic reaction records. The task is: describe an organic reaction: reactants, conditions, products, and yield Starting materials: S(=S)(=O)([O-])[O-].[Na+].[Na+] (sodium thiosulfate), FC(C(=O)NCC1=C(C=CC=C1)C=C)(F)F (2,2,2-trifluoro-N-(2-vinylbenzyl)acetamide), C[N+]1(CCOCC1)[O-] (4-methylmorpholine 4-oxide), C1CCOC1 (THF), O (water). Reagents/catalysts: O=[Os](=O)(=O)=O (tetraoxoosmium). Conditions: time 16 hour. Product: OC(CO)C1=C(CNC(C(F)(F)F)=O)C=CC=C1 (N-[2-(1,2-dihydroxyethyl)benzyl]-2,2,2-trifluoroacetamide). As a reaction SMILES: [F:1][C:2]([F:16])([F:15])[C:3]([NH:5][CH2:6][C:7]1[CH:12]=[CH:11][CH:10]=[CH:9][C:8]=1[CH:13]=[CH2:14])=[O:4].C[N+]1([O-])CC[O:21]CC1.C1COCC1.S([O-])([O-])(=O)=S.[Na+].[Na+].[OH2:37]>O=[Os](=O)(=O)=O>[OH:37][CH:13]([C:8]1[CH:9]=[CH:10][CH:11]=[CH:12][C:7]=1[CH2:6][NH:5][C:3](=[O:4])[C:2]([F:15])([F:16])[F:1])[CH2:14][OH:21] |f:3.4.5|. Procedure details: To a mixture of 1.7 g of 2,2,2-trifluoro-N-(2-vinylbenzyl)acetamide, 1.31 g of 4-methylmorpholine 4-oxide, 43 ml of THF, and 17 ml of water was added 1.85 ml of a 2.5% aqueous tetraoxoosmium solution, followed by stirring at room temperature for 16 hours. To the reaction mixture was added a 10% aqueous sodium thiosulfate solution, followed by stirring at room temperature, followed by extraction with ethyl acetate. The organic layer was washed with a saturated aqueous sodium chloride solution and... Starting materials: Cc1nn(-c2ccccc2)nc1C(=O)NC1CCC(c2ccccc2)(N(C)C)CC1, CCC(C)=O, CCOC(C)=O, CC(C)OC(C)C, C[Si](C)(C)Cl, Cl, O. Yields the product Cc1nn(-c2ccccc2)nc1C(=O)NC1CCC(c2ccccc2)(N(C)C)CC1, Cl. As a reaction SMILES: [CH3:1][N:2]([C:3]1([c:24]2[cH:25][cH:26][cH:27][cH:28][cH:29]2)[CH2:4][CH2:5][CH:6]([NH:9][C:10](=[O:11])[c:12]2[n:13][n:14](-[c:18]3[cH:19][cH:20][cH:21][cH:22][cH:23]3)[n:15][c:16]2[CH3:17])[CH2:7][CH2:8]1)[CH3:30].[CH3:44][C:45](=[O:46])[CH2:47][CH3:48].[CH3:49][CH2:50][O:51][C:52](=[O:53])[CH3:54].[CH:37]([O:38][CH:39]([CH3:40])[CH3:41])([CH3:42])[CH3:43].[Cl:32][Si:33]([CH3:34])([CH3:35])[CH3:36].[ClH:31].[OH2:55]>>[CH3:1][N:2]([C:3]1([c:24]2[cH:25][cH:26][cH:27][cH:28][cH:29]2)[CH2:4][CH2:5][CH:6]([NH:9][C:10](=[O:11])[c:12]2[n:13][n:14](-[c:18]3[cH:19][cH:20][cH:21][cH:22][cH:23]3)[n:15][c:16]2[CH3:17])[CH2:7][CH2:8]1)[CH3:30].[ClH:32]. As a reaction SMILES: NC1CC2[C:5](=CC=CC=2)[N:4](CC2CO2)[C:3]1=O.[Cl:17][C:18]1[S:44][C:21]2[NH:22][C:23]([C:25]([NH:27][CH:28]3[CH2:37][C:36]4[C:31](=[CH:32][CH:33]=[CH:34][CH:35]=4)[N:30]([CH2:38][CH:39]([OH:42])[CH2:40]O)[C:29]3=[O:43])=[O:26])=[CH:24][C:20]=2[CH:19]=1>>[Cl:17][C:18]1[S:44][C:21]2[NH:22][C:23]([C:25]([NH:27][CH:28]3[CH2:37][C:36]4[C:31](=[CH:32][CH:33]=[CH:34][CH:35]=4)[N:30]([CH2:38][CH:39]([OH:42])[CH2:40][N:4]([CH3:5])[CH3:3])[C:29]3=[O:43])=[O:26])=[CH:24][C:20]=2[CH:19]=1. The reactants are epoxide, ClC1=CC2=C(NC(=C2)C(=O)NC2C(N(C3=CC=CC=C3C2)CC(CO)O)=O)S1 (2-Chloro-N-[1-(2,3-dihydroxypropyl)-2-oxo-1,2,3,4-tetrahydroquinolin-3-yl]-6H-thieno[2,3-b]pyrrole-5-carboxamide), NC1C(N(C2=CC=CC=C2C1)CC1OC1)=O (3-amino-1-(oxiran-2-ylmethyl)-3,4-dihydroquinolin-2(1H)-one), amine. Procedure: The title compound was prepared by a two-step coupling-epoxide opening sequence. Standard amide bond formation analogous to Method 3 except using 3-amino-1-(oxiran-2-ylmethyl)-3,4-dihydroquinolin-2(1H)-one (Method 19) as amine and 2-chloro-6H-thieno[2,3-b]pyrrole-5-carboxylic acid (Method 9) as the acid component formed the title compound as a white solid which was used without further purification. The crude amide product (150 mg) was dissolved in EtOH (5 mL) followed by addition of dimethylami... The product is ClC1=CC2=C(NC(=C2)C(=O)NC2C(N(C3=CC=CC=C3C2)CC(CN(C)C)O)=O)S1 (2-Chloro-N-{1-[3-(dimethylamino)-2-hydroxypropyl]-2-oxo-1,2,3,4-tetrahydroquinolin-3-yl}-6H-thieno[2,3-b]pyrrole-5-carboxamide).